From a dataset of the Open Reaction Database (ORD), a public repository of structured organic reaction records. describe an organic reaction: reactants, conditions, products, and yield Reactants: C1CN2CCN1CC2, ClCCl, COc1cc(C)nc(N)n1, CS(=O)(=O)c1sccc1S(=O)(=O)N=C=O. Yields the product COc1cc(C)nc(NC(=O)NS(=O)(=O)c2ccsc2S(C)(=O)=O)n1. RXN SMILES: [CH2:26]1[N:27]2[CH2:28][CH2:29][N:30]([CH2:31][CH2:32]2)[CH2:33]1.[CH2:34]([Cl:35])[Cl:36].[CH3:16][O:17][c:18]1[n:19][c:20]([NH2:25])[n:21][c:22]([CH3:24])[cH:23]1.[CH3:1][S:2](=[O:3])(=[O:4])[c:5]1[s:6][cH:7][cH:8][c:9]1[S:10](=[O:11])(=[O:12])[N:13]=[C:14]=[O:15]>>[CH3:1][S:2](=[O:3])(=[O:4])[c:5]1[s:6][cH:7][cH:8][c:9]1[S:10](=[O:11])(=[O:12])[NH:13][C:14](=[O:15])[NH:25][c:20]1[n:19][c:18]([O:17][CH3:16])[cH:23][c:22]([CH3:24])[n:21]1. Reactants: C(C)(C)(C)OC(NC=1O[C@@H]2C[C@@H]2[C@@](N1)(C(F)F)C1=C(C=CC(=C1)N[C@@H](C(F)(F)F)C1=NC=C(C=C1)Cl)F)=O (tert-butyl((1R,5S,6R)-5-(5-(((R)-1-(5-chloropyridin-2-yl)-2,2,2-trifluoroethyl)amino)-2-fluorophenyl)-5-(difluoromethyl)-2-oxa-4-azabicyclo[4.1.0]hept-3-en-3-yl)carbamate), C(C)(C)(C)OC(NC=1O[C@@H]2C[C@@H]2[C@@](N1)(C(F)F)C1=C(C=CC(=C1)N[C@H](C(F)(F)F)C1=NC=C(C=C1)Cl)F)=O (tert-butyl((1R,5S,6R)-5-(5-(((S)-1-(5-chloropyridin-2-yl)-2,2,2-trifluoroethyl)amino)-2-fluorophenyl)-5-(difluoromethyl)-2-oxa-4-azabicyclo[4.1.0]hept-3-en-3-yl)carbamate), FC(C(=O)O)(F)F (trifluoroacetic acid). Solvent: C(Cl)Cl (DCM). Reaction conditions: time 30 minute. The product is ClC=1C=CC(=NC1)[C@H](C(F)(F)F)NC=1C=CC(=C(C1)[C@]1(N=C(O[C@@H]2C[C@H]12)N)C(F)F)F ((1R,5S,6R)-5-(5-(((R)-1-(5-chloropyridin-2-yl)-2,2,2-trifluoroethyl)amino)-2-fluorophenyl)-5-(difluoromethyl)-2-oxa-4-azabicyclo[4.1.0]hept-3-en-3-amine), ClC=1C=CC(=NC1)[C@@H](C(F)(F)F)NC=1C=CC(=C(C1)[C@]1(N=C(O[C@@H]2C[C@H]12)N)C(F)F)F ((1R,5S,6R)-5-(5-(((S)-1-(5-chloropyridin-2-yl)-2,2,2-trifluoroethyl)amino)-2-fluorophenyl)-5-(difluoromethyl)-2-oxa-4-azabicyclo[4.1.0]hept-3-en-3-amine). Yield: 97.0%. Reaction SMILES: C(OC(=O)[NH:7][C:8]1[O:9][C@H:10]2[C@@H:12]([C@:13]([C:18]3[CH:23]=[C:22]([NH:24][C@H:25]([C:30]4[CH:35]=[CH:34][C:33]([Cl:36])=[CH:32][N:31]=4)[C:26]([F:29])([F:28])[F:27])[CH:21]=[CH:20][C:19]=3[F:37])([CH:15]([F:17])[F:16])[N:14]=1)[CH2:11]2)(C)(C)C.C(OC(=O)[NH:45][C:46]1[O:47][C@H:48]2[C@@H:50]([C@:51]([C:56]3[CH:61]=[C:60]([NH:62][C@@H:63]([C:68]4[CH:73]=[CH:72][C:71]([Cl:74])=[CH:70][N:69]=4)[C:64]([F:67])([F:66])[F:65])[CH:59]=[CH:58][C:57]=3[F:75])([CH:53]([F:55])[F:54])[N:52]=1)[CH2:49]2)(C)(C)C.FC(F)(F)C(O)=O>C(Cl)Cl>[Cl:36][C:33]1[CH:34]=[CH:35][C:30]([C@@H:25]([NH:24][C:22]2[CH:21]=[CH:20][C:19]([F:37])=[C:18]([C@:13]3([CH:15]([F:16])[F:17])[C@@H:12]4[C@@H:10]([CH2:11]4)[O:9][C:8]([NH2:7])=[N:14]3)[CH:23]=2)[C:26]([F:27])([F:28])[F:29])=[N:31][CH:32]=1.[Cl:74][C:71]1[CH:72]=[CH:73][C:68]([C@H:63]([NH:62][C:60]2[CH:59]=[CH:58][C:57]([F:75])=[C:56]([C@:51]3([CH:53]([F:54])[F:55])[C@@H:50]4[C@@H:48]([CH2:49]4)[O:47][C:46]([NH2:45])=[N:52]3)[CH:61]=2)[C:64]([F:65])([F:66])[F:67])=[N:69][CH:70]=1. Reported procedure: To a solution of tert-butyl((1R,5S,6R)-5-(5-(((R)-1-(5-chloropyridin-2-yl)-2,2,2-trifluoroethyl)amino)-2-fluorophenyl)-5-(difluoromethyl)-2-oxa-4-azabicyclo[4.1.0]hept-3-en-3-yl)carbamate and tert-butyl((1R,5S,6R)-5-(5-(((S)-1-(5-chloropyridin-2-yl)-2,2,2-trifluoroethyl)amino)-2-fluorophenyl)-5-(difluoromethyl)-2-oxa-4-azabicyclo[4.1.0]hept-3-en-3-yl)carbamate (1:1 mixture of diastereomers, 0.070 g, 0.12 mmol) in DCM (2 mL) at room temperature was added trifluoroacetic acid (2.00 mL, 0.124 mmol)... Reactants: BrCC=1C=NC=C(C1)C=1C=NC=CC1 (3-(bromomethyl)-5-(pyridin-3-yl)pyridine), CC1=CC(=NC(=N1)S)O (6-methyl-2-sulfanylpyrimidin-4-ol). Product: CC1=CC(=NC(=N1)SCC=1C=NC=C(C1)C=1C=NC=CC1)O (6-methyl-2-({[5-(pyridin-3-yl)pyridin-3-yl]methyl}sulfanyl)pyrimidin-4-ol). The yield is 15.0%. RXN SMILES: Br[CH2:2][C:3]1[CH:4]=[N:5][CH:6]=[C:7]([C:9]2[CH:10]=[N:11][CH:12]=[CH:13][CH:14]=2)[CH:8]=1.[CH3:15][C:16]1[N:21]=[C:20]([SH:22])[N:19]=[C:18]([OH:23])[CH:17]=1>>[CH3:15][C:16]1[N:21]=[C:20]([S:22][CH2:2][C:3]2[CH:4]=[N:5][CH:6]=[C:7]([C:9]3[CH:10]=[N:11][CH:12]=[CH:13][CH:14]=3)[CH:8]=2)[N:19]=[C:18]([OH:23])[CH:17]=1. Reported procedure: The title compound was prepared by following the procedure described for Example 55. 5-(pyridin-3-yl)pyridine-3-carbaldehyde provided [5-(pyridin-3-yl)pyridin-3-yl]methanol, which was reacted with phosphorus tribromide to give 3-(bromomethyl)-5-(pyridin-3-yl)pyridine. The reaction of 3-(bromomethyl)-5-(pyridin-3-yl)pyridine with 6-methyl-2-sulfanylpyrimidin-4-ol gave 6-methyl-2-({[5-(pyridin-3-yl)pyridin-3-yl]methyl}sulfanyl)pyrimidin-4-ol as a white solid (0.18 g, 15% yield); 1H NMR (400 MHz, D... The reactants are CO, O=C(O)c1ccc(Cl)c(Cl)c1Sc1ccccc1, O, O=S(=O)(O)O. The product is COC(=O)c1ccc(Cl)c(Cl)c1Sc1ccccc1. RXN SMILES: [CH3:19][OH:20].[Cl:1][c:2]1[c:3]([S:12][c:13]2[cH:14][cH:15][cH:16][cH:17][cH:18]2)[c:4]([C:5](=[O:6])[OH:7])[cH:8][cH:9][c:10]1[Cl:11].[OH2:26].[S:21](=[O:22])(=[O:23])([OH:24])[OH:25]>>[Cl:1][c:2]1[c:3]([S:12][c:13]2[cH:14][cH:15][cH:16][cH:17][cH:18]2)[c:4]([C:5](=[O:6])[O:7][CH3:19])[cH:8][cH:9][c:10]1[Cl:11]. Reactants: OC(C[C@@]1(CCN(C(O1)=O)[C@@H](C)C1=CC=C(C=C1)C1=CC=CC(=N1)C(=O)O)C1=CC=CC=C1)(C)C (6-(4-{(S)-1-[(S)-6-(2-hydroxy-2-methyl-propyl)-2-oxo-6-phenyl-[1,3]oxazinan-3-yl]-ethyl}-phenyl)-pyridine-2-carboxylic acid), C1(CC1)N (cyclopropylamine). Product: C1(CC1)NC(=O)C1=NC(=CC=C1)C1=CC=C(C=C1)[C@H](C)N1C(O[C@](CC1)(C1=CC=CC=C1)CC(C)(C)O)=O (6-(4-{(S)-1-[(S)-6-(2-Hydroxy-2-methyl-propyl)-2-oxo-6-phenyl-[1,3]oxazinan-3-yl]-ethyl}-phenyl)-pyridine-2-carboxylic acid cyclopropylamide). As a reaction SMILES: [OH:1][C:2]([CH3:35])([CH3:34])[CH2:3][C@@:4]1([C:28]2[CH:33]=[CH:32][CH:31]=[CH:30][CH:29]=2)[O:9][C:8](=[O:10])[N:7]([C@H:11]([C:13]2[CH:18]=[CH:17][C:16]([C:19]3[N:24]=[C:23]([C:25](O)=[O:26])[CH:22]=[CH:21][CH:20]=3)=[CH:15][CH:14]=2)[CH3:12])[CH2:6][CH2:5]1.[CH:36]1([NH2:39])[CH2:38][CH2:37]1>>[CH:36]1([NH:39][C:25]([C:23]2[CH:22]=[CH:21][CH:20]=[C:19]([C:16]3[CH:15]=[CH:14][C:13]([C@@H:11]([N:7]4[CH2:6][CH2:5][C@:4]([CH2:3][C:2]([OH:1])([CH3:34])[CH3:35])([C:28]5[CH:33]=[CH:32][CH:31]=[CH:30][CH:29]=5)[O:9][C:8]4=[O:10])[CH3:12])=[CH:18][CH:17]=3)[N:24]=2)=[O:26])[CH2:38][CH2:37]1. Procedure: The title compound was prepared from (6-(4-{(S)-1-[(S)-6-(2-hydroxy-2-methyl-propyl)-2-oxo-6-phenyl-[1,3]oxazinan-3-yl]-ethyl}-phenyl)-pyridine-2-carboxylic acid and cyclopropylamine following a procedure analogous to that described in Example 203. Mass spectrum (ESI+): m/z=514 [M+H]+. The reactants are ClC1=C[SH](N2CCC3CCCCC32)NN(Cl)N1, N, C1CCOC1, O. Yields the product NN1NC(Cl)=C[SH](N2CCC3CCCCC32)N1. Reaction SMILES: [Cl:3][N:4]1[NH:5][SH:6]([N:11]2[CH2:12][CH2:13][CH:14]3[CH2:15][CH2:16][CH2:17][CH2:18][CH:19]23)[CH:7]=[C:8]([Cl:10])[NH:9]1.[NH3:1].[O:20]1[CH2:21][CH2:22][CH2:23][CH2:24]1.[OH2:2]>>[NH2:1][N:4]1[NH:5][SH:6]([N:11]2[CH2:12][CH2:13][CH:14]3[CH2:15][CH2:16][CH2:17][CH2:18][CH:19]23)[CH:7]=[C:8]([Cl:10])[NH:9]1.